This data is from the Open Reaction Database (ORD), a public repository of structured organic reaction records. The task is: describe an organic reaction: reactants, conditions, products, and yield Reactants: O (water), BrC1=C(C=CC=C1)C1(OCC(O1)C)C1=C(C=C(C=C1)Cl)Cl (2-(bromophenyl)-2-(2,4-dichlorophenyl)-4-methyl-1,3-dioxolane), OC=1C=NC=CC1 (3-hydroxypyridine), C([O-])([O-])=O.[K+].[K+] (potassium carbonate). Run in CN(C(C)=O)C (N,N-dimethylacetamide). Conditions: time 18 hour. Yields the product ClC1=C(C=CC(=C1)Cl)C1(OCC(O1)C)COC=1C=NC=CC1 (3-[[2-(2,4-dichlorophenyl)-4-methyl-1,3-dioxolan-2-yl]methoxy]pyridine). RXN SMILES: BrC1C=CC=C[C:3]=1[C:8]1([C:14]2[CH:19]=[CH:18][C:17]([Cl:20])=[CH:16][C:15]=2[Cl:21])[O:12][CH:11]([CH3:13])[CH2:10][O:9]1.[OH:22][C:23]1[CH:24]=[N:25][CH:26]=[CH:27][CH:28]=1.C(=O)([O-])[O-].[K+].[K+].O>CN(C)C(=O)C>[Cl:21][C:15]1[CH:16]=[C:17]([Cl:20])[CH:18]=[CH:19][C:14]=1[C:8]1([CH2:3][O:22][C:23]2[CH:24]=[N:25][CH:26]=[CH:27][CH:28]=2)[O:12][CH:11]([CH3:13])[CH2:10][O:9]1 |f:2.3.4|. Reported procedure: A mixture of 2-(bromophenyl)-2-(2,4-dichlorophenyl)-4-methyl-1,3-dioxolane (10 g.), 3-hydroxypyridine (3.8 g.) and potassium carbonate (5.5 g.) in N,N-dimethylacetamide (90 ml.) was refluxed with stirring for 18 hours. After the mixture was allowed to cool, it was poured into water and extracted with toluene. The toluene fraction, thereby obtained, was washed with 5% aqueous sodium hydroxide and evaporated to yield 3-[[2-(2,4-dichlorophenyl)-4-methyl-1,3-dioxolan-2-yl]methoxy]pyridine as an oil. Starting materials: CCOC(=O)c1sc(-c2ccc(Cl)cc2)nc1CBr, CCOC(=O)CNC(=O)OC(C)(C)C, CN(C)C=O, [H-], [Na+]. The product is CCOC(=O)CN(Cc1nc(-c2ccc(Cl)cc2)sc1C(=O)OCC)C(=O)OC(C)(C)C. Reaction SMILES: [CH2:1]([CH3:2])[O:3][C:4](=[O:5])[c:6]1[c:7]([CH2:18][Br:19])[n:8][c:9](-[c:11]2[cH:12][cH:13][c:14]([Cl:17])[cH:15][cH:16]2)[s:10]1.[CH2:20]([CH3:21])[O:22][C:23]([CH2:24][NH:25][C:26](=[O:27])[O:28][C:29]([CH3:30])([CH3:31])[CH3:32])=[O:33].[CH3:36][N:37]([CH3:38])[CH:39]=[O:40].[H-:34].[Na+:35]>>[CH2:1]([CH3:2])[O:3][C:4](=[O:5])[c:6]1[c:7]([CH2:18][N:25]([CH2:24][C:23]([O:22][CH2:20][CH3:21])=[O:33])[C:26](=[O:27])[O:28][C:29]([CH3:30])([CH3:31])[CH3:32])[n:8][c:9](-[c:11]2[cH:12][cH:13][c:14]([Cl:17])[cH:15][cH:16]2)[s:10]1. Starting materials: ClC1=CC(=NC(=C1Cl)Cl)C(=O)OCC1=CC=CC=C1 (benzyl 4,5,6-trichloropicolinate), ClC1=C(C(=C(C=C1)B1OCCCO1)F)OC (2-(4-chloro-2-fluoro-3-methoxyphenyl)-1,3,2-dioxaborinane), [F-].[Cs+] (CsF), C(C)#N (Acetonitrile). The reagents and catalysts are Cl[Pd]([P](C1=CC=CC=C1)(C2=CC=CC=C2)C3=CC=CC=C3)([P](C4=CC=CC=C4)(C5=CC=CC=C5)C6=CC=CC=C6)Cl (Pd(PPh3)2Cl2). Solvent: O (water). Yields the product ClC1=CC(=NC(=C1Cl)C1=C(C(=C(C=C1)Cl)OC)F)C(=O)OCC1=CC=CC=C1 (Benzyl 4,5-dichloro-6-(4-chloro-2-fluoro-3-methoxyphenyl)picolinate). As a reaction SMILES: [Cl:1][C:2]1[C:7]([Cl:8])=[C:6](Cl)[N:5]=[C:4]([C:10]([O:12][CH2:13][C:14]2[CH:19]=[CH:18][CH:17]=[CH:16][CH:15]=2)=[O:11])[CH:3]=1.[Cl:20][C:21]1[CH:26]=[CH:25][C:24](B2OCCCO2)=[C:23]([F:33])[C:22]=1[O:34][CH3:35].[F-].[Cs+].C(#N)C>Cl[Pd](Cl)([P](C1C=CC=CC=1)(C1C=CC=CC=1)C1C=CC=CC=1)[P](C1C=CC=CC=1)(C1C=CC=CC=1)C1C=CC=CC=1.O>[Cl:1][C:2]1[C:7]([Cl:8])=[C:6]([C:24]2[CH:25]=[CH:26][C:21]([Cl:20])=[C:22]([O:34][CH3:35])[C:23]=2[F:33])[N:5]=[C:4]([C:10]([O:12][CH2:13][C:14]2[CH:19]=[CH:18][CH:17]=[CH:16][CH:15]=2)=[O:11])[CH:3]=1 |f:2.3,^1:43,62|. Reported procedure: A 250 mL three-neck flask equipped with a reflux condenser and nitrogen inlet was charged with benzyl 4,5,6-trichloropicolinate (17.77 g, 56.10 mmol), 2-(4-chloro-2-fluoro-3-methoxyphenyl)-1,3,2-dioxaborinane (19.20 g, 79.0 mmol) and CsF (17.04 g, 112.0 mmol). Acetonitrile (100 mL) and water (30 mL) were added. The reaction mixture was evacuated/backfilled with nitrogen (5×). Solid Pd(PPh3)2Cl2 (1.724 g, 2.456 mmol) was added. The solution was evacuated/backfilled with nitrogen (5×) and then sti...